Dataset: the Open Reaction Database (ORD), a public repository of structured organic reaction records. Task: describe an organic reaction: reactants, conditions, products, and yield The reactants are C(=O)([O-])[O-].[K+].[K+] (K2CO3), C(C)(=O)O[C@H]1[C@@](O[C@@]([C@H]1OCC1=CC=CC2=CC=CC=C12)(COC(C)(C)C)COS(=O)(=O)C)(N1C(=O)NC(=O)C=C1)[SiH](C1=CC=CC=C1)C1=CC=CC=C1 (2′-O-acetyl-3′-O-napthylmethyl-5′-O-tertbutyldiphenylsilyl-4′-C-methanesulfonyloxymethyl Uridine), CCOC(=O)C (EtOAc). Run in CO (methanol). Reaction conditions: time 5 hour. Yields the product C1(=CC=CC2=CC=CC=C12)CO[C@H]1[C@@H]2[C@@](O[C@@]1(COC(C)(C)C)CO2)(N2C(=O)NC(=O)C=C2)[SiH](C2=CC=CC=C2)C2=CC=CC=C2 (3′-O-napthylmethyl-5′-O-tertbutyldiphenylsilyl-2′-O,4′-C-methylene Uridine). The yield is 82.9%. RXN SMILES: C([O-])([O-])=O.[K+].[K+].[C:7]([O:10][C@@H:11]1[C@H:15]([O:16][CH2:17][C:18]2[C:27]3[C:22](=[CH:23][CH:24]=[CH:25][CH:26]=3)[CH:21]=[CH:20][CH:19]=2)[C@@:14](COS(C)(=O)=O)([CH2:28][O:29][C:30]([CH3:33])([CH3:32])[CH3:31])[O:13][C@@:12]1([SiH:48]([C:55]1[CH:60]=[CH:59][CH:58]=[CH:57][CH:56]=1)[C:49]1[CH:54]=[CH:53][CH:52]=[CH:51][CH:50]=1)[N:40]1[CH:47]=[CH:46][C:44](=[O:45])[NH:43][C:41]1=[O:42])(=O)C.CCOC(C)=O>CO>[C:18]1([CH2:17][O:16][C@@H:15]2[C@@:14]3([CH2:7][O:10][C@H:11]2[C@:12]([SiH:48]([C:49]2[CH:54]=[CH:53][CH:52]=[CH:51][CH:50]=2)[C:55]2[CH:56]=[CH:57][CH:58]=[CH:59][CH:60]=2)([N:40]2[CH:47]=[CH:46][C:44](=[O:45])[NH:43][C:41]2=[O:42])[O:13]3)[CH2:28][O:29][C:30]([CH3:32])([CH3:31])[CH3:33])[C:27]2[C:22](=[CH:23][CH:24]=[CH:25][CH:26]=2)[CH:21]=[CH:20][CH:19]=1 |f:0.1.2|. Procedure details: Solid K2CO3 (11.1 g, 80 mmol) was added to a solution of compound 10 (29.4 g, 38 mmol) in methanol (350 mL). After stirring at room temperature for 5 hours, mixture was poured into EtOAc, washed with aqueous NaHCO3, dried over anhydrous Na2SO4, filtered, and concentrated in vacuo to a yellow foam. Purification by silica gel chromatography (1% methanol in CH2Cl2) yielded 20.0 g (83%) of nucleoside 11 as a pale yellow foam. Starting materials: [H-].[K+] (potassium hydride), O1CCCC1 (tetrahydrofuran), ClC(=O)OCCCl (2-chloroethyl chloroformate), O1CCCC1 (tetrahydrofuran), FC1=C(C=CC(=C1)F)[C@]([C@@H](C)S[C@H]1CO[C@@H](OC1)/C=C/C=C/C1=C(C=C(C#N)C=C1)F)(CN1N=CN=C1)O (4-[(1E,3E)-4-[trans-5-[[(1R,2R)-2-(2,4-difluorophenyl)-2-hydroxy-1-methyl-3-(1H-1,2,4-triazol-1-yl)propyl]thio]-1,3-dioxan-2-yl]-1,3-butadienyl]-3-fluorobenzonitrile). The solvent is C(C)(=O)OCC (ethyl acetate), CCCCCC (hexane). Run at temperature 0 celsius. Yields the product C(OCCCl)(O[C@@]([C@@H](C)S[C@H]1CO[C@@H](OC1)\C=C\C=C\C1=C(C=C(C=C1)C#N)F)(CN1N=CN=C1)C1=C(C=C(C=C1)F)F)=O (2-Chloroethyl (1R,2R)-2-[[trans-2-[(1E,3E)-4-(4-cyano-2-fluorophenyl)-1,3-butadienyl]-1,3-dioxan-5-yl]thio]-1-(2,4-difluorophenyl)-1-[(1H-1,2,4-triazol-1-yl)methyl]propyl carbonate). The yield is 88.8%. As a reaction SMILES: [H-].[K+].O1CCCC1.[F:8][C:9]1[CH:14]=[C:13]([F:15])[CH:12]=[CH:11][C:10]=1[C@@:16]([OH:45])([CH2:39][N:40]1[CH:44]=[N:43][CH:42]=[N:41]1)[C@H:17]([S:19][C@@H:20]1[CH2:25][O:24][C@@H:23](/[CH:26]=[CH:27]/[CH:28]=[CH:29]/[C:30]2[CH:37]=[CH:36][C:33]([C:34]#[N:35])=[CH:32][C:31]=2[F:38])[O:22][CH2:21]1)[CH3:18].Cl[C:47]([O:49][CH2:50][CH2:51][Cl:52])=[O:48]>CCCCCC.C(OCC)(=O)C>[C:47](=[O:48])([O:45][C@:16]([C:10]1[CH:11]=[CH:12][C:13]([F:15])=[CH:14][C:9]=1[F:8])([CH2:39][N:40]1[CH:44]=[N:43][CH:42]=[N:41]1)[C@H:17]([S:19][C@@H:20]1[CH2:25][O:24][C@@H:23](/[CH:26]=[CH:27]/[CH:28]=[CH:29]/[C:30]2[CH:37]=[CH:36][C:33]([C:34]#[N:35])=[CH:32][C:31]=2[F:38])[O:22][CH2:21]1)[CH3:18])[O:49][CH2:50][CH2:51][Cl:52] |f:0.1|. Reported procedure: A mixture of potassium hydride (30% dispersion in mineral oil; 739 mg, 5.53 mmol) and tetrahydrofuran (8 ml) was cooled to 0° C., and 4-[(1E,3E)-4-[trans-5-[[(1R,2R)-2-(2,4-difluorophenyl)-2-hydroxy-1-methyl-3-(1H-1,2,4-triazol-1-yl)propyl]thio]-1,3-dioxan-2-yl]-1,3-butadienyl]-3-fluorobenzonitrile (1.00 g, 1.84 mmol) described in Reference example 1 was added thereto with stirring, then the mixture was stirred at room temperature for 30 minutes. The mixture was cooled to 0° C., and then a mixtu... Starting materials: ClC1=C(C=CC=2SC=C(C21)OC)C(=O)OC (methyl 4-chloro-3-methoxybenzo[b]thiophene-5-carboxylate), [H-].[Na+] (sodium hydride), O1CCCC1 (tetrahydrofuran), Cl (hydrochloric acid), CC(=O)C1CC1 (Cyclopropyl methyl ketone). Solvent: C(C)(C)O (isopropanol), O (water). Product: C1(CC1)C(CC(=O)C1=C(C2=C(SC=C2OC)C=C1)OC)=O (5-(3-cyclopropyl-1,3-dioxoprop-1-yl)-3,4-dimethoxybenzo[b]thiophene). Reaction SMILES: Cl[C:2]1[C:10]2[C:9]([O:11][CH3:12])=[CH:8][S:7][C:6]=2[CH:5]=[CH:4][C:3]=1[C:13]([O:15]C)=O.[H-].[Na+].[CH3:19][C:20]([CH:22]1[CH2:24][CH2:23]1)=[O:21].Cl.[O:26]1CCC[CH2:27]1>O.C(O)(C)C>[CH:22]1([C:20](=[O:21])[CH2:19][C:13]([C:3]2[CH:4]=[CH:5][C:6]3[S:7][CH:8]=[C:9]([O:11][CH3:12])[C:10]=3[C:2]=2[O:26][CH3:27])=[O:15])[CH2:24][CH2:23]1 |f:1.2|. Procedure: A solution of methyl 4-chloro-3-methoxybenzo[b]thiophene-5-carboxylate (3.95 g) in dry tetrahydrofuran was added to sodium hydride (60%, 1.355 g) and stirred under an inert atmosphere with warming to 50°-60° C. Cyclopropyl methyl ketone (2.59 g) was added with stirring at 50°-60° C. for 3 hours. After this time the reaction exothermed and was heated at 50°-60° C. for a further 1.5 hours. After cooling, isopropanol (5 ml) was cautiously added, followed by water (5 ml). The mixture was poured onto...